This data is from the Open Reaction Database (ORD), a public repository of structured organic reaction records. The task is: describe an organic reaction: reactants, conditions, products, and yield Starting materials: [H-].[Al+3].[Li+].[H-].[H-].[H-] (lithium aluminum hydride), BrC1=C(C=CC=C1C=C[N+](=O)[O-])OCC1CC1 (2-Bromo-1-cyclopropylmethoxy-3-(2-nitro-vinyl)-benzene), O (water), [OH-].[Na+] (NaOH), O (water). Solvent: C1CCOC1 (THF). Run at temperature 0 celsius, time 2 hour. Product: BrC1=C(C=CC=C1OCC1CC1)CCN (2-(2-Bromo-3-cyclopropylmethoxy-phenyl)-ethylamine). Reaction SMILES: [H-].[Al+3].[Li+].[H-].[H-].[H-].[Br:7][C:8]1[C:13]([CH:14]=[CH:15][N+:16]([O-])=O)=[CH:12][CH:11]=[CH:10][C:9]=1[O:19][CH2:20][CH:21]1[CH2:23][CH2:22]1.O.[OH-].[Na+]>C1COCC1>[Br:7][C:8]1[C:9]([O:19][CH2:20][CH:21]2[CH2:23][CH2:22]2)=[CH:10][CH:11]=[CH:12][C:13]=1[CH2:14][CH2:15][NH2:16] |f:0.1.2.3.4.5,8.9|. Procedure details: To 0.92 mL (2.2 mmol) lithium aluminum hydride solution (2.4 M in THF) are added dropwise 300 mg (1.01 mmol) 2-bromo-1-cyclopropylmethoxy-3-(2-nitro-vinyl)-benzene (example XX) in 5 mL THF at 0° C. After stirring at 0° C. for 2 h the reaction mixture is quenched by the addition of 36 μL (2.0 mmol) water, 0.50 mL (2.0 mmol) aq. NaOH solution (c=4 mol/L) and 0.11 mL (6.0 mmol) water. The resulting mixture is stirred for 20 min, filtered over celite/Na2SO4 and the filtrate is concentrated by evapor... The reactants are [OH-].[Na+] (NaOH), C(C(=O)[O-])NCO.[Na+] (SUTTOCIDE A), C=1N=C(C2=C(N1)N(C=N2)[C@H]3[C@@H]([C@@H]([C@H](O3)COP(=O)(O)OP(=O)(O)OC[C@@H]4[C@H]([C@H]([C@@H](O4)N5C=CCC(=C5)C(=O)N)O)O)O)O)N (NAD), [N-]=[N+]=[N-].[Na+] (sodium azide). Run in O (water), O (water). Yields the product N1(C)C(=O)N(C)C=2N=CNC2C1=O (Theophylline). As a reaction SMILES: [OH-:1].[Na+].C1N=C(N)[C:6]2[N:11]=[CH:10][N:9]([C@@H:12]3O[C@H](COP(OP(OC[C@H]4O[C@@H](N5C=C(C(N)=O)CC=C5)[C@H](O)[C@@H]4O)(O)=O)(O)=O)[C@@H](O)[C@H]3O)[C:7]=2[N:8]=1.[N-]=[N+]=[N-].[Na+].[CH2:51]([NH:55][CH2:56]O)[C:52]([O-])=[O:53].[Na+]>O>[N:11]1([C:52](=[O:53])[C:51]2[NH:55][CH:56]=[N:8][C:7]=2[N:9]([CH3:12])[C:10]1=[O:1])[CH3:6] |f:0.1,3.4,5.6|. Procedure details: One liter of a first reagent was prepared as follows. Approximately 800 ml deionized water was dispensed into a container and 6.0 grams of ACES were added and dissolved. The pH was adjusted to 6.0 with 2N NaOH. Then 0.66 grams NAD were added and dissolved completely. Then 0.95 grams sodium azide was added and dissolved, and finally 1.0 gram of SUTTOCIDE A was added and dissolved. The volume was adjusted to one liter with deionized water. Starting materials: Cl, NO, [Na+], [OH-], O, CC=C1CCC2C3CCC4CC(O)CCC4(C)C3C(=O)CC12C. Product: CC=C1CCC2C3CCC4CC(O)CCC4(C)C3C(=NO)CC12C. Reaction SMILES: [ClH:24].[NH2:25][OH:26].[Na+:28].[OH-:27].[OH2:29].[OH:1][CH:2]1[CH2:3][CH:4]2[CH2:5][CH2:6][CH:7]3[CH:8]4[CH2:9][CH2:10][C:11](=[CH:12][CH3:13])[C:14]4([CH3:23])[CH2:15][C:16](=[O:22])[CH:17]3[C:18]2([CH3:21])[CH2:19][CH2:20]1>>[OH:1][CH:2]1[CH2:3][CH:4]2[CH2:5][CH2:6][CH:7]3[CH:8]4[CH2:9][CH2:10][C:11](=[CH:12][CH3:13])[C:14]4([CH3:23])[CH2:15][C:16](=[N:25][OH:26])[CH:17]3[C:18]2([CH3:21])[CH2:19][CH2:20]1. The reactants are N1(CCCC1)C1=CC(=C(O1)C(=O)O)C (5-Pyrrolidine-1-yl-methyl-furan-2-carboxylic acid), NC=1C=C(C(=O)C2=CC=CC=C2)C=CC1N (3,4-diaminobenzophenone), Cl.C(C)N=C=NCCCN(C)C (1-Ethyl-3-(3-dimethylaminopropyl)carbodiimide hydrochloride), O.ON1N=NC2=C1C=CC=C2 (1-hydroxybenzotriazole monohydrate). The solvent is N1=CC=CC=C1 (pyridine). Reaction conditions: temperature 70 celsius, time 8 hour. The product is N1(CCCC1)C1=CC(=C(O1)C=1NC2=C(N1)C=CC(=C2)C(C2=CC=CC=C2)=O)C (2-(5-pyrrolidine-1-yl-methyl-furan-2-yl)-5-benzoylbenzimidazole). Yield: 54.2%. As a reaction SMILES: [N:1]1([C:6]2[O:10][C:9]([C:11](O)=O)=[C:8]([CH3:14])[CH:7]=2)[CH2:5][CH2:4][CH2:3][CH2:2]1.[NH2:15][C:16]1[CH:17]=[C:18]([CH:27]=[CH:28][C:29]=1[NH2:30])[C:19]([C:21]1[CH:26]=[CH:25][CH:24]=[CH:23][CH:22]=1)=[O:20].Cl.C(N=C=NCCCN(C)C)C.O.ON1C2C=CC=CC=2N=N1>N1C=CC=CC=1>[N:1]1([C:6]2[O:10][C:9]([C:11]3[NH:15][C:16]4[CH:17]=[C:18]([C:19](=[O:20])[C:21]5[CH:26]=[CH:25][CH:24]=[CH:23][CH:22]=5)[CH:27]=[CH:28][C:29]=4[N:30]=3)=[C:8]([CH3:14])[CH:7]=2)[CH2:2][CH2:3][CH2:4][CH2:5]1 |f:2.3,4.5|. Procedure details: 5-Pyrrolidine-1-yl-methyl-furan-2-carboxylic acid (62% purity, 223 mg, 0.71 mmol) was added to a pyridine (3 ml) solution of 3,4-diaminobenzophenone (150 mg, 0.71 mmol). 1-Ethyl-3-(3-dimethylaminopropyl)carbodiimide hydrochloride (149 mg, 0.78 mmol) and 1-hydroxybenzotriazole monohydrate (119 mg, 0.78 mmol) were further added, and the reaction mixture was heated to 70° C. and stirred overnight. The reaction mixture was allowed to cool to room temperature, and the solvent was evaporated. The resi... The reactants are ClC(Cl)Cl, O=C(OO)c1cccc(Cl)c1, Cc1ccc(-c2c[nH]nc2C(F)(F)F)cc1SCC(F)(F)F, [Na+], [Na+], O=S([O-])[O-]. Yields the product Cc1ccc(-c2c[nH]nc2C(F)(F)F)cc1S(=O)CC(F)(F)F. As a reaction SMILES: [CH:40]([Cl:41])([Cl:42])[Cl:43].[Cl:23][c:24]1[cH:25][cH:26][cH:27][c:28]([C:29]([O:30][OH:32])=[O:31])[cH:33]1.[F:1][C:2]([CH2:3][S:4][c:5]1[c:6]([CH3:20])[cH:7][cH:8][c:9](-[c:11]2[c:12]([C:16]([F:17])([F:18])[F:19])[n:13][nH:14][cH:15]2)[cH:10]1)([F:21])[F:22].[Na+:38].[Na+:39].[S:34]([O-:35])([O-:36])=[O:37]>>[F:1][C:2]([CH2:3][S:4]([c:5]1[c:6]([CH3:20])[cH:7][cH:8][c:9](-[c:11]2[c:12]([C:16]([F:17])([F:18])[F:19])[n:13][nH:14][cH:15]2)[cH:10]1)=[O:31])([F:21])[F:22]. The product is O=C(c1ccccn1)N1CCC(C(=O)N(CCCN2CCC(Cc3ccccc3)CC2)c2ccc(Cl)c(Cl)c2)CC1. Reaction SMILES: [CH2:1]([c:2]1[cH:3][cH:4][cH:5][cH:6][cH:7]1)[CH:8]1[CH2:9][CH2:10][N:11]([CH2:14][CH2:15][CH2:16][N:17]([C:18](=[O:19])[CH:20]2[CH2:21][CH2:22][NH:23][CH2:24][CH2:25]2)[c:26]2[cH:27][c:28]([Cl:33])[c:29]([Cl:32])[cH:30][cH:31]2)[CH2:12][CH2:13]1.[CH3:44][N:45]([CH3:46])[CH2:47][CH2:48][CH2:49][N:50]=[C:51]=[N:52][CH2:53][CH3:54].[ClH:43].[O:55]=[CH:56][N:57]([CH3:58])[CH3:59].[OH:34][C:35](=[O:36])[c:37]1[cH:38][cH:39][cH:40][cH:41][n:42]1>>[CH2:1]([c:2]1[cH:3][cH:4][cH:5][cH:6][cH:7]1)[CH:8]1[CH2:9][CH2:10][N:11]([CH2:14][CH2:15][CH2:16][N:17]([C:18](=[O:19])[CH:20]2[CH2:21][CH2:22][N:23]([C:35](=[O:34])[c:37]3[cH:38][cH:39][cH:40][cH:41][n:42]3)[CH2:24][CH2:25]2)[c:26]2[cH:27][c:28]([Cl:33])[c:29]([Cl:32])[cH:30][cH:31]2)[CH2:12][CH2:13]1. Reactants: O=C(C1CCNCC1)N(CCCN1CCC(Cc2ccccc2)CC1)c1ccc(Cl)c(Cl)c1, CCN=C=NCCCN(C)C, Cl, CN(C)C=O, O=C(O)c1ccccn1. As a reaction SMILES: [NH2:1][C:2]1[CH:7]=[CH:6][C:5]([SH:8])=[CH:4][CH:3]=1.O.C(=O)([O-])[O-].[Ca+2].[C:15](Cl)(Cl)=[S:16]>C(Cl)(Cl)Cl>[N:1]([C:2]1[CH:7]=[CH:6][C:5]([SH:8])=[CH:4][CH:3]=1)=[C:15]=[S:16] |f:2.3|. The solvent is C(Cl)(Cl)Cl (chloroform), C(Cl)(Cl)Cl (chloroform). Run at temperature 35 celsius. Reported procedure: A solution of 4-aminothiophenol (7.00 g, 0.056 mol) in chloroform (75 ml) was added to a stirred, cooled (0° C.) solution of water (40 ml), chloroform (20 ml), calcium carbonate (6.60 g, 0.066 mol), and thiophosgene (6.95 g, 0.060 mol) at 0°-5° C. The mixture was heated at 35° C. for 1 hour and poured into water (50 ml) before separating the two layers. The organic layer was washed with hydrochloric acid (1%, 100 ml) and dried (MgSO4). The solvent was removed in vacuo to afford an orange semi-so... The reactants are O (water), C([O-])([O-])=O.[Ca+2] (calcium carbonate), C(=S)(Cl)Cl (thiophosgene), O (water), NC1=CC=C(C=C1)S (4-aminothiophenol). The product is N(=C=S)C1=CC=C(C=C1)S (4-(Isothiocyanato)thiophenol). Product: Clc1ncc(-c2ccccc2Cl)nn1. RXN SMILES: [CH3:24][N:25]([CH3:26])[CH:27]=[O:28].[CH:15]([Cl:16])([Cl:17])[Cl:18].[Cl:1][c:2]1[c:3](-[c:8]2[cH:9][n:10][c:11](=[O:14])[nH:12][n:13]2)[cH:4][cH:5][cH:6][cH:7]1.[P:19]([Cl:20])([Cl:21])([Cl:22])=[O:23]>>[Cl:1][c:2]1[c:3](-[c:8]2[cH:9][n:10][c:11]([Cl:16])[n:12][n:13]2)[cH:4][cH:5][cH:6][cH:7]1. Reactants: CN(C)C=O, ClC(Cl)Cl, O=c1ncc(-c2ccccc2Cl)n[nH]1, O=P(Cl)(Cl)Cl.